Dataset: the Open Reaction Database (ORD), a public repository of structured organic reaction records. Task: describe an organic reaction: reactants, conditions, products, and yield Reactants: ClC1=NC=C(C=C1)C1SCCN1 (2-(2-chloro-5-pyridyl)thiazolidine). Solvent: C(C)O (ethanol), [BH4-].[Na+] (sodium borohydride). Product: ClC1=NC=C(C=C1)CNCCS (N-(2-chloro-5-pyridylmethyl)2-aminoethanethiol). Yield: 82.2%. RXN SMILES: [Cl:1][C:2]1[CH:7]=[CH:6][C:5]([CH:8]2[NH:12][CH2:11][CH2:10][S:9]2)=[CH:4][N:3]=1>C(O)C.[BH4-].[Na+]>[Cl:1][C:2]1[CH:7]=[CH:6][C:5]([CH2:8][NH:12][CH2:11][CH2:10][SH:9])=[CH:4][N:3]=1 |f:2.3|. Reported procedure: A solution composed of 6-chloronicotinaldehyde (14.2 g), 2-aminoethanethiol (7.7 g) and benzene (80 ml) was heated with stirring for 5 hours while removing water as an azeotrope. After the reaction, benzene was distilled off under reduced pressure, and further volatile materials were removed at 1 mmHg and 70° C. to give 2-(2-chloro-5-pyridyl)thiazolidine (18 g) as a residue. Ten grams of 2-(2-chloro-5-pyridyl)thiazolidine was dissolved in 100 ml of ethanol), and sodium borohydride was added. Wit... Reactants: N1CCNCC1 (piperazine), BrCCCCCCCCCCC (1-bromoundecane). The solvent is ClCCl (dichloromethane). Product: C(CCCCCCCCCC)N1CCNCC1 (4-Undecylpiperazine). As a reaction SMILES: [NH:1]1[CH2:6][CH2:5][NH:4][CH2:3][CH2:2]1.Br[CH2:8][CH2:9][CH2:10][CH2:11][CH2:12][CH2:13][CH2:14][CH2:15][CH2:16][CH2:17][CH3:18]>ClCCl>[CH2:18]([N:1]1[CH2:6][CH2:5][NH:4][CH2:3][CH2:2]1)[CH2:17][CH2:16][CH2:15][CH2:14][CH2:13][CH2:12][CH2:11][CH2:10][CH2:9][CH3:8]. Reported procedure: Excess piperazine (5 eq) and 1-bromoundecane (1.0 eq) are dissolved in dichloromethane and allowed to react overnight. The mixture is extracted with aqueous sodium bicarbonate and the organic layer dried with sodium sulfate. The mixture is filtered, the solvent removed in vacuo and the residue purified by column chromatography. Starting materials: CC(C)(C)OC(=O)CCc1ccc(C#N)cc1, ClCCl, O=C(O)C(F)(F)F. Yields the product N#Cc1ccc(CCC(=O)O)cc1. As a reaction SMILES: [C:1]([CH3:2])([CH3:3])([CH3:4])[O:5][C:6](=[O:7])[CH2:8][CH2:9][c:10]1[cH:11][cH:12][c:13]([C:14]#[N:15])[cH:16][cH:17]1.[CH2:25]([Cl:26])[Cl:27].[OH:18][C:19]([C:20]([F:21])([F:22])[F:23])=[O:24]>>[O:5]=[C:6]([OH:7])[CH2:8][CH2:9][c:10]1[cH:11][cH:12][c:13]([C:14]#[N:15])[cH:16][cH:17]1. The reactants are CC(C)(C)OC(=O)NC1CCNC1=O, O=S(=O)(c1ccccc1)n1c(CBr)cc2nc(Cl)ccc21. Product: CC(C)(C)OC(=O)NC1CCN(Cc2cc3nc(Cl)ccc3n2S(=O)(=O)c2ccccc2)C1=O. RXN SMILES: [C:1]([CH3:2])([CH3:3])([CH3:4])[O:5][C:6]([NH:7][CH:8]1[C:9](=[O:13])[NH:10][CH2:11][CH2:12]1)=[O:14].[c:15]1([S:21](=[O:22])(=[O:23])[n:24]2[c:25]([CH2:34][Br:35])[cH:26][c:27]3[n:28][c:29]([Cl:33])[cH:30][cH:31][c:32]23)[cH:16][cH:17][cH:18][cH:19][cH:20]1>>[C:1]([CH3:2])([CH3:3])([CH3:4])[O:5][C:6]([NH:7][CH:8]1[C:9](=[O:13])[N:10]([CH2:34][c:25]2[n:24]([S:21]([c:15]3[cH:16][cH:17][cH:18][cH:19][cH:20]3)(=[O:22])=[O:23])[c:32]3[c:27]([cH:26]2)[n:28][c:29]([Cl:33])[cH:30][cH:31]3)[CH2:11][CH2:12]1)=[O:14]. Starting materials: CC1=C(C(=NO1)C1=CC=CC=C1)COC1=NC=C(C(=O)O)C=C1 (6-(5-methyl-3-phenyl-isoxazol-4-ylmethoxy)-nicotinic acid), NC1CN(CCC1)C(=O)OC(C)(C)C ((+/−)-3-amino-1-N-Boc-piperidine). Yields the product C(C)(C)(C)OC(=O)N1CC(CCC1)NC(=O)C=1C=NC(=CC1)OCC=1C(=NOC1C)C1=CC=CC=C1 (3-{[6-(5-Methyl-3-phenyl-isoxazol-4-ylmethoxy)-pyridine-3-carbonyl]-amino}-piperidine-1-carboxylic acid tert-butyl ester). The yield is 61.0%. RXN SMILES: [CH3:1][C:2]1[O:6][N:5]=[C:4]([C:7]2[CH:12]=[CH:11][CH:10]=[CH:9][CH:8]=2)[C:3]=1[CH2:13][O:14][C:15]1[CH:23]=[CH:22][C:18]([C:19]([OH:21])=O)=[CH:17][N:16]=1.[NH2:24][CH:25]1[CH2:30][CH2:29][CH2:28][N:27]([C:31]([O:33][C:34]([CH3:37])([CH3:36])[CH3:35])=[O:32])[CH2:26]1>>[C:34]([O:33][C:31]([N:27]1[CH2:28][CH2:29][CH2:30][CH:25]([NH:24][C:19]([C:18]2[CH:17]=[N:16][C:15]([O:14][CH2:13][C:3]3[C:4]([C:7]4[CH:8]=[CH:9][CH:10]=[CH:11][CH:12]=4)=[N:5][O:6][C:2]=3[CH3:1])=[CH:23][CH:22]=2)=[O:21])[CH2:26]1)=[O:32])([CH3:37])([CH3:35])[CH3:36]. Procedure: As described for example 34, 6-(5-methyl-3-phenyl-isoxazol-4-ylmethoxy)-nicotinic acid (100 mg, 0.32 mmol) was converted, using (+/−)-3-amino-1-N-Boc-piperidine instead of 1-methylpiperidin-4-amine, to the title compound (96 mg, 61%) which was obtained as a white foam. MS: m/e=493.3 [M+H]+. Reactants: COC(CCC1=CC(=CC=C1)CNCC1=CC=C(C=C1)C1=NC=CN=C1)=O (3-{3-[(4-pyrazin-2-yl-benzylamino)-methyl]-phenyl}-propionic acid methyl ester), ClC1=CC=C(C=C1)S(=O)(=O)Cl (4-chlorobenzenesulfonyl chloride). Solvent: C(C)N(CC)CC (triethylamine). Product: COC(CCC1=CC(=CC=C1)CN(CC1=CC=C(C=C1)C1=NC=CN=C1)S(=O)(=O)C1=CC=C(C=C1)Cl)=O (3-(3-{[(4-Chloro-benzenesulfonyl)-(4-pyrazin-2-yl-benzyl)-amino]-methyl}-phenyl)-propionic acid methyl ester). As a reaction SMILES: [CH3:1][O:2][C:3](=[O:27])[CH2:4][CH2:5][C:6]1[CH:11]=[CH:10][CH:9]=[C:8]([CH2:12][NH:13][CH2:14][C:15]2[CH:20]=[CH:19][C:18]([C:21]3[CH:26]=[N:25][CH:24]=[CH:23][N:22]=3)=[CH:17][CH:16]=2)[CH:7]=1.[Cl:28][C:29]1[CH:34]=[CH:33][C:32]([S:35](Cl)(=[O:37])=[O:36])=[CH:31][CH:30]=1>C(N(CC)CC)C>[CH3:1][O:2][C:3](=[O:27])[CH2:4][CH2:5][C:6]1[CH:11]=[CH:10][CH:9]=[C:8]([CH2:12][N:13]([S:35]([C:32]2[CH:33]=[CH:34][C:29]([Cl:28])=[CH:30][CH:31]=2)(=[O:37])=[O:36])[CH2:14][C:15]2[CH:20]=[CH:19][C:18]([C:21]3[CH:26]=[N:25][CH:24]=[CH:23][N:22]=3)=[CH:17][CH:16]=2)[CH:7]=1. Reported procedure: The title compound of Step A was prepared from 3-{3-[(4-pyrazin-2-yl-benzylamino)-methyl]-phenyl}-propionic acid methyl ester, prepared in Step A of Example 11x, and 4-chlorobenzenesulfonyl chloride, following the method described in Example 1, Step B using triethylamine in place of N,N-diisopropylethylamine. 1H NMR (400 MHz, CDCl3) δ 8.99 (s, 1H), 8.62 (m, 1H), 8.51 (d, 1H), 7.89 (d, 2H), 7.79 (d, 2H), 7.49 (d, 2H), 7.22 (m, 2H), 7.14 (m, 1H), 7.05 (d, 1H), 6.89 (d, 1H), 6.81 (s, 1H), 4.37 (s, ... The reactants are CC(c1ccccc1)N1CC2(C(=O)OC(C)(C)C)CCC(=O)C2C1=O, CI, CN(C)C=O, [H-], [Na+]. The product is CC(c1ccccc1)N1CC2(C(=O)OC(C)(C)C)CCC(=O)C2(C)C1=O. Reaction SMILES: [C:3]([CH3:4])([CH3:5])([CH3:6])[O:7][C:8](=[O:9])[C:10]12[CH2:11][N:12]([CH:20]([CH3:21])[c:22]3[cH:23][cH:24][cH:25][cH:26][cH:27]3)[C:13](=[O:19])[CH:14]1[C:15](=[O:18])[CH2:16][CH2:17]2.[CH3:28][I:29].[CH3:30][N:31]([CH3:32])[CH:33]=[O:34].[H-:1].[Na+:2]>>[C:3]([CH3:4])([CH3:5])([CH3:6])[O:7][C:8](=[O:9])[C:10]12[CH2:11][N:12]([CH:20]([CH3:21])[c:22]3[cH:23][cH:24][cH:25][cH:26][cH:27]3)[C:13](=[O:19])[C:14]1([CH3:28])[C:15](=[O:18])[CH2:16][CH2:17]2. The reactants are solution, Cl (hydrogen chloride), O[C@@H]1C[C@H](N(C1)C)CCOC1=C(C=CC=C1OC)CCC1=CC=CC=C1 ((2R,4R)-4-hydroxy-2-{2-[6-methoxy-2-(2-phenylethyl)phenoxy]ethyl}-1-methylpyrrolidine). Solvent: C(C)(=O)OCC (ethyl acetate), C(C)(=O)OCC (ethyl acetate). Conditions: time 10 minute. The product is Cl.O[C@@H]1C[C@H](N(C1)C)CCOC1=C(C=CC=C1OC)CCC1=CC=CC=C1 ((2R,4R)-4-Hydroxy-2-{2-[6-methoxy-2-(2-phenylethyl)phenoxy]ethyl}-1-methylpyrrolidine hydrochloride). The yield is 70.0%. As a reaction SMILES: [OH:1][C@H:2]1[CH2:6][N:5]([CH3:7])[C@H:4]([CH2:8][CH2:9][O:10][C:11]2[C:16]([O:17][CH3:18])=[CH:15][CH:14]=[CH:13][C:12]=2[CH2:19][CH2:20][C:21]2[CH:26]=[CH:25][CH:24]=[CH:23][CH:22]=2)[CH2:3]1.[ClH:27]>C(OCC)(=O)C>[ClH:27].[OH:1][C@H:2]1[CH2:6][N:5]([CH3:7])[C@H:4]([CH2:8][CH2:9][O:10][C:11]2[C:16]([O:17][CH3:18])=[CH:15][CH:14]=[CH:13][C:12]=2[CH2:19][CH2:20][C:21]2[CH:22]=[CH:23][CH:24]=[CH:25][CH:26]=2)[CH2:3]1 |f:3.4|. Reported procedure: 552 mg of (2R,4R)-4-hydroxy-2-{2-[6-methoxy-2-(2-phenylethyl)phenoxy]ethyl}-1-methylpyrrolidine [prepared as described in step (b) above] were dissolved in 10 ml of ethyl acetate, and then 0.39 ml of a 4N solution of hydrogen chloride in ethyl acetate were added to the resulting solution. The solvent was then removed by evaporation under reduced pressure. The resulting oily substance was dissolved in 10 ml of ethyl acetate, and allowed to stand at room temperature for about 10 minutes. The cryst...